This data is from the Open Reaction Database (ORD), a public repository of structured organic reaction records. The task is: describe an organic reaction: reactants, conditions, products, and yield The reactants are C1(=CC=CC=C1)S(=O)(=O)O[C@@H]1C[C@H](C1)C(=O)OC (trans 3-carbomethoxycyclobutyl benzenesulfonate), [N-]=[N+]=[N-].[Na+] (sodium azide). Solvent: O (water), CN(P(=O)(N(C)C)N(C)C)C (hexamethylphosphoramide). Conditions: temperature 105 celsius, time 2.75 hour. Product: N(=[N+]=[N-])[C@H]1C[C@H](C1)C(=O)OC (cis Methyl 3-azidocyclobutane carboxylate). RXN SMILES: C1(S(O[C@H:11]2[CH2:14][C@H:13]([C:15]([O:17][CH3:18])=[O:16])[CH2:12]2)(=O)=O)C=CC=CC=1.[N-:19]=[N+:20]=[N-:21].[Na+]>CN(C)P(N(C)C)(N(C)C)=O.O>[N:19]([C@@H:11]1[CH2:14][C@H:13]([C:15]([O:17][CH3:18])=[O:16])[CH2:12]1)=[N+:20]=[N-:21] |f:1.2|. Reported procedure: A solution of trans 3-carbomethoxycyclobutyl benzenesulfonate* (6.1 g, 22.6 mmol) in hexamethylphosphoramide (35 ml) was treated with sodium azide (289 g, 44.5 mmol) and stirred at 105° C. for 2.75 h. The reaction mixture was cooled to 23° C., diluted with water (350 ml) and extracted with ether (4×125 ml). The organic extracts were combined, washed with water (2×15 ml), dried over anhydrous magnesium sulfate and concentrated in vacuo to a slightly yellow liquid which was distilled under high va... Reactants: C1CCOC1, COC(=O)c1cc(-c2ccc(C)cc2)cc(-n2nnnc2C(F)(F)F)c1, [Li+], [OH-], O, O. The product is Cc1ccc(-c2cc(C(=O)O)cc(-n3nnnc3C(F)(F)F)c2)cc1. As a reaction SMILES: [CH2:30]1[O:31][CH2:32][CH2:33][CH2:34]1.[CH3:1][O:2][C:3](=[O:4])[c:5]1[cH:6][c:7](-[c:20]2[cH:21][cH:22][c:23]([CH3:26])[cH:24][cH:25]2)[cH:8][c:9](-[n:11]2[n:12][n:13][n:14][c:15]2[C:16]([F:17])([F:18])[F:19])[cH:10]1.[Li+:28].[OH-:27].[OH2:29].[OH2:35]>>[O:2]=[C:3]([OH:4])[c:5]1[cH:6][c:7](-[c:20]2[cH:21][cH:22][c:23]([CH3:26])[cH:24][cH:25]2)[cH:8][c:9](-[n:11]2[n:12][n:13][n:14][c:15]2[C:16]([F:17])([F:18])[F:19])[cH:10]1. Reactants: C(#N)[BH3-].[Na+] (sodium cyanoborohydride), C1CCOC1 (THF), FC1=C(C=C(C=C1)C)NC(=O)NC1=CC=C(OC2=CC(=NC=C2)C2=CC(=CN2)C(=O)NCCC=O)C=C1 (5-{4-[4-({[(2-fluoro-5-methylphenyl)amino]carbonyl}amino)phenoxy]pyridin-2-yl}-N-(3-oxopropyl)-1H-pyrrole-3-carboxamide), N1CC(CCC1)CO (3-piperidinemethanol), C(C)(=O)O (acetic acid). Run in O (water), CN(C)C=O (DMF). Conditions: time 30 minute. Yields the product FC1=C(C=C(C=C1)C)NC(=O)NC1=CC=C(OC2=CC(=NC=C2)C2=CC(=CN2)C(=O)NCCCN2CC(CCC2)CO)C=C1 (5-{4-[4-({[(2-fluoro-5-methylphenyl)amino]carbonyl}amino)phenoxy]pyridin-2-yl}-N-{3-[3-(hydroxymethyl)piperidin-1-yl]propyl}-1H-pyrrole-3-carboxamide). RXN SMILES: [F:1][C:2]1[CH:7]=[CH:6][C:5]([CH3:8])=[CH:4][C:3]=1[NH:9][C:10]([NH:12][C:13]1[CH:37]=[CH:36][C:16]([O:17][C:18]2[CH:23]=[CH:22][N:21]=[C:20]([C:24]3[NH:28][CH:27]=[C:26]([C:29]([NH:31][CH2:32][CH2:33][CH:34]=O)=[O:30])[CH:25]=3)[CH:19]=2)=[CH:15][CH:14]=1)=[O:11].[NH:38]1[CH2:43][CH2:42][CH2:41][CH:40]([CH2:44][OH:45])[CH2:39]1.C(O)(=O)C.C([BH3-])#N.[Na+].C1COCC1>CN(C=O)C.O>[F:1][C:2]1[CH:7]=[CH:6][C:5]([CH3:8])=[CH:4][C:3]=1[NH:9][C:10]([NH:12][C:13]1[CH:14]=[CH:15][C:16]([O:17][C:18]2[CH:23]=[CH:22][N:21]=[C:20]([C:24]3[NH:28][CH:27]=[C:26]([C:29]([NH:31][CH2:32][CH2:33][CH2:34][N:38]4[CH2:43][CH2:42][CH2:41][CH:40]([CH2:44][OH:45])[CH2:39]4)=[O:30])[CH:25]=3)[CH:19]=2)=[CH:36][CH:37]=1)=[O:11] |f:3.4|. Procedure details: To a stirred solution of 5-{4-[4-({[(2-fluoro-5-methylphenyl)amino]carbonyl}amino)phenoxy]pyridin-2-yl}-N-(3-oxopropyl)-1H-pyrrole-3-carboxamide (120 mg, 0.24 mmol) and 3-piperidinemethanol (56 mg, 0.49 mmol) in anhydrous DMF (10 ml) was added acetic acid (10 mg, 0.17 mmol). The mixture was stirred under nitrogen for 30 minutes, followed by addition of 1M sodium cyanoborohydride solution in THF (0.5 ml, 0.5 mmol). The reaction mixture was stirred for another hour, and poured into 100 ml of water... The reactants are C1(=CCCC1)C1=NC=2N(C(=C1)NC1CCOCC1)N=C(C2)C2=NC1=CC=CC=C1N=C2C (5-cyclopent-1-en-1-yl-2-(3-methylquinoxalin-2-yl)-N-(tetrahydro-2H-pyran-4-yl)pyrazolo[1,5-a]pyrimidin-7-amine). The reagents and catalysts are [Pd] (palladium on carbon). Solvent: ClCCl (dichloromethane), CO (methanol). Reaction conditions: time 3 hour. The product is C1(CCCC1)C1=NC=2N(C(=C1)NC1CCOCC1)N=C(C2)C2=NC1=CC=CC=C1N=C2C (5-cyclopentyl-2-(3-methylquinoxalin-2-yl)-N-(tetrahydro-2H-pyran-4-yl)pyrazolo[1,5-a]pyrimidin-7-amine), compound. RXN SMILES: [C:1]1([C:6]2[CH:11]=[C:10]([NH:12][CH:13]3[CH2:18][CH2:17][O:16][CH2:15][CH2:14]3)[N:9]3[N:19]=[C:20]([C:22]4[C:31]([CH3:32])=[N:30][C:29]5[C:24](=[CH:25][CH:26]=[CH:27][CH:28]=5)[N:23]=4)[CH:21]=[C:8]3[N:7]=2)[CH2:5][CH2:4][CH2:3][CH:2]=1>[Pd].ClCCl.CO>[CH:1]1([C:6]2[CH:11]=[C:10]([NH:12][CH:13]3[CH2:18][CH2:17][O:16][CH2:15][CH2:14]3)[N:9]3[N:19]=[C:20]([C:22]4[C:31]([CH3:32])=[N:30][C:29]5[C:24](=[CH:25][CH:26]=[CH:27][CH:28]=5)[N:23]=4)[CH:21]=[C:8]3[N:7]=2)[CH2:2][CH2:3][CH2:4][CH2:5]1. Reported procedure: A suspension of 5-cyclopent-1-en-1-yl-2-(3-methylquinoxalin-2-yl)-N-(tetrahydro-2H-pyran-4-yl)pyrazolo[1,5-a]pyrimidin-7-amine (30 mg, 0.0703 mmol) and palladium on carbon (5%, 30 mg) in dichloromethane (2.0 mL) and methanol (2.0 mL) was stirred for 3 h under hydrogen atmosphere. Then reaction mixture was filtrated with chloroform, and the filtrate was concentrated in vacuo. The crude was purified by silica gel column chromatography (hexane:ethyl acetate=19:1 to 1:1) to give 5-cyclopentyl-2-(3-m... Starting materials: O (water), N1=CC=CC=C1 (pyridine), Cl.N1=CC=C(C=C1)C(=O)Cl (4-pyridinecarbonyl chloride hydrochloride), Cl.NC1CC=C(CC1)C (1-amino-4-methylcyclohex-3-ene hydrochloride). Run in C(C)(=O)OCC (ethyl acetate), ClCCl (dichloromethane). Conditions: time 1 hour. The product is N1=CC=C(C=C1)C(=O)NC1CC=C(CC1)C (1-(pyridin-4-ylcarbonylamino)-4-methylcyclohex-3-ene). The yield is 30.5%. As a reaction SMILES: Cl.[NH2:2][CH:3]1[CH2:8][CH2:7][C:6]([CH3:9])=[CH:5][CH2:4]1.N1C=CC=CC=1.Cl.[N:17]1[CH:22]=[CH:21][C:20]([C:23](Cl)=[O:24])=[CH:19][CH:18]=1.O>ClCCl.C(OCC)(=O)C>[N:17]1[CH:22]=[CH:21][C:20]([C:23]([NH:2][CH:3]2[CH2:8][CH2:7][C:6]([CH3:9])=[CH:5][CH2:4]2)=[O:24])=[CH:19][CH:18]=1 |f:0.1,3.4|. Procedure details: To a suspension of 1-amino-4-methylcyclohex-3-ene hydrochloride (103 mg) in dichloromethane (5 ml) were added in turn pyridine (0.14 ml), 4-pyridinecarbonyl chloride hydrochloride (0.124 g) and N,N-dimethylaminoyridine (0.11 g) at 0° C. The mixture was allowed to warm to ambient temperature and was allowed to stir for 1 hour. The reaction mixture was taken up into a mixture of water and ethyl acetate, and adjusted pH to 4.6. The separated organic layer was washed in turn with water and brine, an... Reactants: C1CCOC1, CC#N, CCN(C(C)C)C(C)C, ClCCl, CC(C)(C)C(=O)c1c[nH]c2ncc(-c3cccc(N)c3)nc12, [Na+], [OH-], O, O=S(=O)(Cl)c1ccccc1. Product: CC(C)(C)C(=O)c1c[nH]c2ncc(-c3cccc(NS(=O)(=O)c4ccccc4)c3)nc12. As a reaction SMILES: [CH2:44]1[O:45][CH2:46][CH2:47][CH2:48]1.[CH3:49][C:50]#[N:51].[CH:23]([N:24]([CH:25]([CH3:26])[CH3:27])[CH2:28][CH3:29])([CH3:30])[CH3:31].[Cl:53][CH2:54][Cl:55].[NH2:1][c:2]1[cH:3][c:4](-[c:8]2[n:9][c:10]3[c:11]([n:12][cH:13]2)[nH:14][cH:15][c:16]3[C:17]([C:18]([CH3:19])([CH3:20])[CH3:21])=[O:22])[cH:5][cH:6][cH:7]1.[Na+:43].[OH-:42].[OH2:52].[c:32]1([S:38](=[O:39])(=[O:40])[Cl:41])[cH:33][cH:34][cH:35][cH:36][cH:37]1>>[NH:1]([c:2]1[cH:3][c:4](-[c:8]2[n:9][c:10]3[c:11]([n:12][cH:13]2)[nH:14][cH:15][c:16]3[C:17]([C:18]([CH3:19])([CH3:20])[CH3:21])=[O:22])[cH:5][cH:6][cH:7]1)[S:38]([c:32]1[cH:33][cH:34][cH:35][cH:36][cH:37]1)(=[O:39])=[O:40]. Reactants: O=C([O-])[O-], C=CCCc1cc(Cl)nc(SC)n1, [Na+], [Na+], C1COCCO1, c1ccc(P(c2ccccc2)(c2ccccc2)[Pd](P(c2ccccc2)(c2ccccc2)c2ccccc2)(P(c2ccccc2)(c2ccccc2)c2ccccc2)P(c2ccccc2)(c2ccccc2)c2ccccc2)cc1, OB(O)c1ccco1. Yields the product C=CCCc1cc(-c2ccco2)nc(SC)n1. As a reaction SMILES: [C:22](=[O:23])([O-:24])[O-:25].[CH2:1]([CH2:2][CH:3]=[CH2:4])[c:5]1[n:6][c:7]([S:12][CH3:13])[n:8][c:9]([Cl:11])[cH:10]1.[Na+:26].[Na+:27].[O:28]1[CH2:29][CH2:30][O:31][CH2:32][CH2:33]1.[cH:34]1[cH:35][cH:36][c:37]([P:38]([Pd:39]([P:40]([c:41]2[cH:42][cH:43][cH:44][cH:45][cH:46]2)([c:47]2[cH:48][cH:49][cH:50][cH:51][cH:52]2)[c:53]2[cH:54][cH:55][cH:56][cH:57][cH:58]2)([P:59]([c:60]2[cH:61][cH:62][cH:63][cH:64][cH:65]2)([c:66]2[cH:67][cH:68][cH:69][cH:70][cH:71]2)[c:72]2[cH:73][cH:74][cH:75][cH:76][cH:77]2)[P:78]([c:79]2[cH:80][cH:81][cH:82][cH:83][cH:84]2)([c:85]2[cH:86][cH:87][cH:88][cH:89][cH:90]2)[c:91]2[cH:92][cH:93][cH:94][cH:95][cH:96]2)([c:97]2[cH:98][cH:99][cH:100][cH:101][cH:102]2)[c:103]2[cH:104][cH:105][cH:106][cH:107][cH:108]2)[cH:109][cH:110]1.[o:14]1[c:15]([B:19]([OH:20])[OH:21])[cH:16][cH:17][cH:18]1>>[CH2:1]([CH2:2][CH:3]=[CH2:4])[c:5]1[n:6][c:7]([S:12][CH3:13])[n:8][c:9](-[c:15]2[o:14][cH:18][cH:17][cH:16]2)[cH:10]1. Starting materials: C1CCC2=NCCCN2CC1 (1,8-diazabicyclo[5.4.0]-7-undecene), C(C#CC)N1C(=NC(=C1C(=O)SC)C=O)N1CCN(CC1)C(=O)OC(C)(C)C (t-butyl 4-[1-(2-butynyl)-4-formyl-5-methylsulfanylcarbonyl-1H-imidazol-2-yl]piperazine-1-carboxylate), C(C1=CC=CC=C1)OC(=O)NC(C(=O)OC)P(=O)(OC)OC (methyl benzyloxycarbonylamino-(dimethoxyphosphoryl)-acetate). Solvent: ClCCl (dichloromethane), ClCCl (dichloromethane). Reaction conditions: time 16 hour. The product is COC(=O)C1=CC2=C(C(N1C(=O)OCC1=CC=CC=C1)=O)N(C(=N2)N2CCN(CC2)C(=O)OC(C)(C)C)CC#CC (2-(4-t-Butoxycarbonylpiperazin-1-yl)-3-(2-butynyl)-4-oxo-3,4-dihydroimidazo[4,5-c]pyridine-5,6-dicarboxylic acid 5-benzyl ester 6-methyl ester). Reaction SMILES: C1CCN2C(=NCCC2)CC1.[CH2:12]([N:16]1[C:20]([C:21](SC)=[O:22])=[C:19]([CH:25]=O)[N:18]=[C:17]1[N:27]1[CH2:32][CH2:31][N:30]([C:33]([O:35][C:36]([CH3:39])([CH3:38])[CH3:37])=[O:34])[CH2:29][CH2:28]1)[C:13]#[C:14][CH3:15].[CH2:40]([O:47][C:48]([NH:50][CH:51](P(OC)(OC)=O)[C:52]([O:54][CH3:55])=[O:53])=[O:49])[C:41]1[CH:46]=[CH:45][CH:44]=[CH:43][CH:42]=1>ClCCl>[CH3:55][O:54][C:52]([C:51]1[N:50]([C:48]([O:47][CH2:40][C:41]2[CH:42]=[CH:43][CH:44]=[CH:45][CH:46]=2)=[O:49])[C:21](=[O:22])[C:20]2[N:16]([CH2:12][C:13]#[C:14][CH3:15])[C:17]([N:27]3[CH2:32][CH2:31][N:30]([C:33]([O:35][C:36]([CH3:39])([CH3:37])[CH3:38])=[O:34])[CH2:29][CH2:28]3)=[N:18][C:19]=2[CH:25]=1)=[O:53]. Reported procedure: 0.079 g of 1,8-diazabicyclo[5.4.0]-7-undecene and then 5 ml of dichloromethane containing 0.194 g of t-butyl 4-[1-(2-butynyl)-4-formyl-5-methylsulfanylcarbonyl-1H-imidazol-2-yl]piperazine-1-carboxylate were added to a 2 ml dichloromethane solution of 0.174 g of methyl benzyloxycarbonylamino-(dimethoxyphosphoryl)-acetate, and the mixture was stirred at room temperature for 16 hours. The solvent was concentrated under reduced pressure. The residue was purified by silica gel column chromatography. ...